From a dataset of the Open Reaction Database (ORD), a public repository of structured organic reaction records. describe an organic reaction: reactants, conditions, products, and yield The reactants are [BH3-]C#N, C=O, COc1ccc(CCNCC(O)COc2ccccc2C(=O)Nc2cccc3[nH]ccc23)cc1OC, CO, [Cl-], [Cl-], [Na+], [Na+], [OH-], O, [Zn+2]. The product is COc1ccc(CCN(C)CC(O)COc2ccccc2C(=O)Nc2cccc3[nH]ccc23)cc1OC. Reaction SMILES: [C:39]([BH3-:40])#[N:41].[CH2:37]=[O:38].[CH3:1][O:2][c:3]1[cH:4][c:5]([CH2:11][CH2:12][NH:13][CH2:14][CH:15]([CH2:16][O:17][c:18]2[c:19]([C:20](=[O:21])[NH:22][c:23]3[c:24]4[cH:25][cH:26][nH:27][c:28]4[cH:29][cH:30][cH:31]3)[cH:32][cH:33][cH:34][cH:35]2)[OH:36])[cH:6][cH:7][c:8]1[O:9][CH3:10].[CH3:45][OH:46].[Cl-:47].[Cl-:49].[Na+:42].[Na+:44].[OH-:43].[OH2:50].[Zn+2:48]>>[CH3:1][O:2][c:3]1[cH:4][c:5]([CH2:11][CH2:12][N:13]([CH2:14][CH:15]([CH2:16][O:17][c:18]2[c:19]([C:20](=[O:21])[NH:22][c:23]3[c:24]4[cH:25][cH:26][nH:27][c:28]4[cH:29][cH:30][cH:31]3)[cH:32][cH:33][cH:34][cH:35]2)[OH:36])[CH3:39])[cH:6][cH:7][c:8]1[O:9][CH3:10].